describe an organic reaction: reactants, conditions, products, and yield From a dataset of the Open Reaction Database (ORD), a public repository of structured organic reaction records. Reactants: C(C1=CC=CC=C1)Cl (benzyl chloride), [H-].[Na+] (sodium hydride), C(CC(=O)C)(=O)OCC (ethyl acetoacetate), Cl (HCl). Reagents/catalysts: CCCCCCCC[N+](C)(CCCCCCCC)CCCCCCCC.[Cl-] (Aliquat 336). Run in C1(=CC=CC=C1)C (toluene), C1(=CC=CC=C1)C (toluene). Run at time 1 hour. Product: C(C)OC(C(C(C)=O)CC1=CC=CC=C1)=O (2-Benzyl-3-oxo-butyric acid ethyl ester). The yield is 58.3%. RXN SMILES: [H-].[Na+].[C:3]([O:9][CH2:10][CH3:11])(=[O:8])[CH2:4][C:5]([CH3:7])=[O:6].[CH2:12](Cl)[C:13]1[CH:18]=[CH:17][CH:16]=[CH:15][CH:14]=1.Cl>C1(C)C=CC=CC=1.CCCCCCCC[N+](CCCCCCCC)(CCCCCCCC)C.[Cl-]>[CH2:10]([O:9][C:3](=[O:8])[CH:4]([CH2:12][C:13]1[CH:18]=[CH:17][CH:16]=[CH:15][CH:14]=1)[C:5](=[O:6])[CH3:7])[CH3:11] |f:0.1,6.7|. Reported procedure: To a suspension of 36.08 g 60% sodium hydride in 1000 ml of toluene, 112.9 g ethyl acetoacetate was dropped in. The temperature rose to 60° C. and then the reaction mixture was stirred for 1 hour at room temperature. Then 17.54 g Aliquat 336 were added and the reaction mixture was heated to 84° C. Now a solution of 54.90 g benzyl chloride in 50 ml of toluene was dropped in. Then the mixture was stirred at 84° C. for 26 hours. After the mixture was cooled down to room temperature, it was acidifie... Starting materials: Cl.NCC1N(C2=CC=CC=C2CC1)C(=O)OC(C)(C)C (rac-tert-butyl 2-(aminomethyl)-3,4-dihydroquinoline-1(2H)-carboxylate hydrochloride), CN(C)C(=[N+](C)C)ON1C2=C(C=CC=C2)N=N1.[B-](F)(F)(F)F (TBTU), CN1CCOCC1 (4-methylmorpholine), FC1=C(COC=2C=3N(C=CC2)C(=C(N3)C)C(=O)O)C(=CC=C1)F (8-[(2,6-difluorobenzyl)oxy]-2-methylimidazo[1,2-a]pyridine-3-carboxylic acid). The solvent is CN(C)C=O (DMF), O (Water). Conditions: time 10 minute. Product: FC1=C(COC=2C=3N(C=CC2)C(=C(N3)C)C(=O)NCC3N(C2=CC=CC=C2CC3)C(=O)OC(C)(C)C)C(=CC=C1)F (rac-tert-Butyl 2-{[({8-[(2,6-difluorobenzyl)oxy]-2-methylimidazo[1,2-a]pyridin-3-yl}carbonyl)-amino]methyl}-3,4-dihydroquinoline-1(2H)-carboxylate). RXN SMILES: CN(C(ON1N=NC2C=CC=CC1=2)=[N+](C)C)C.[B-](F)(F)(F)F.CN1CCOCC1.[F:30][C:31]1[CH:51]=[CH:50][CH:49]=[C:48]([F:52])[C:32]=1[CH2:33][O:34][C:35]1[C:36]2[N:37]([C:41]([C:45](O)=[O:46])=[C:42]([CH3:44])[N:43]=2)[CH:38]=[CH:39][CH:40]=1.Cl.[NH2:54][CH2:55][CH:56]1[CH2:65][CH2:64][C:63]2[C:58](=[CH:59][CH:60]=[CH:61][CH:62]=2)[N:57]1[C:66]([O:68][C:69]([CH3:72])([CH3:71])[CH3:70])=[O:67]>CN(C=O)C.O>[F:30][C:31]1[CH:51]=[CH:50][CH:49]=[C:48]([F:52])[C:32]=1[CH2:33][O:34][C:35]1[C:36]2[N:37]([C:41]([C:45]([NH:54][CH2:55][CH:56]3[CH2:65][CH2:64][C:63]4[C:58](=[CH:59][CH:60]=[CH:61][CH:62]=4)[N:57]3[C:66]([O:68][C:69]([CH3:72])([CH3:71])[CH3:70])=[O:67])=[O:46])=[C:42]([CH3:44])[N:43]=2)[CH:38]=[CH:39][CH:40]=1 |f:0.1,4.5|. Procedure details: 145 mg (0.45 mmol) of TBTU and 0.2 ml (1.89 mmol) of 4-methylmorpholine were added to 120 mg (0.38 mmol) of 8-[(2,6-difluorobenzyl)oxy]-2-methylimidazo[1,2-a]pyridine-3-carboxylic acid Example 3A in 2.4 ml of DMF, and the mixture was stirred at RT for 10 min. 124 mg (0.42 mmol) of rac-tert-butyl 2-(aminomethyl)-3,4-dihydroquinoline-1(2H)-carboxylate hydrochloride were added and the reaction mixture was stirred at RT overnight. Water was added, and the reaction mixture was stirred at RT for 30 mi... The reactants are COC=1C(=NC=CC1)N (3-methoxypyridine-2-amine), BrC1=CC=CC=C1 (bromobenzene), CC(C)([O-])C.[Na+] (Sodium tert-butoxide), COC=1C=CC=C(C1C=2C=CC=CC2P(C3CCCCC3)C4CCCCC4)OC (S-Phos). Reagents/catalysts: C=1C=CC(=CC1)/C=C/C(=O)/C=C/C2=CC=CC=C2.C=1C=CC(=CC1)/C=C/C(=O)/C=C/C2=CC=CC=C2.C=1C=CC(=CC1)/C=C/C(=O)/C=C/C2=CC=CC=C2.[Pd].[Pd] (Pd2DBA3). The solvent is C=1(C(=CC=CC1)C)C (xylene). The product is COC=1CN(C=CC1)C1=CC=CC=C1 (3-methoxy-N-phenylpyridine). As a reaction SMILES: [CH3:1][O:2][C:3]1[C:4](N)=[N:5][CH:6]=[CH:7][CH:8]=1.Br[C:11]1[CH:16]=[CH:15][CH:14]=[CH:13][CH:12]=1.CC(C)([O-])C.[Na+].COC1C=CC=C(OC)C=1C1C=CC=CC=1P(C1CCCCC1)C1CCCCC1>C1C=CC(/C=C/C(/C=C/C2C=CC=CC=2)=O)=CC=1.C1C=CC(/C=C/C(/C=C/C2C=CC=CC=2)=O)=CC=1.C1C=CC(/C=C/C(/C=C/C2C=CC=CC=2)=O)=CC=1.[Pd].[Pd].C1(C)C(C)=CC=CC=1>[CH3:1][O:2][C:3]1[CH2:4][N:5]([C:11]2[CH:16]=[CH:15][CH:14]=[CH:13][CH:12]=2)[CH:6]=[CH:7][CH:8]=1 |f:2.3,5.6.7.8.9|. Reported procedure: A 1 L 3-neck flask is charged with 3-methoxypyridine-2-amine (17.65 g, 143 mmol), bromobenzene (15 g, 96 mmol), Pd2DBA3 (1.75 g, 1.91 mmol), Sodium tert-butoxide (18.36 g, 101 mmol), S-Phos (1.56 g, 3.82 mmole) and 400 mL of xylene. The reaction mixture is refluxed for 4 h. The product is isolated by column chromatography (5% EtoAc in Hexs) to yield the desired product.